Dataset: the Open Reaction Database (ORD), a public repository of structured organic reaction records. Task: describe an organic reaction: reactants, conditions, products, and yield Reactants: ClC1=NC=C(C=C1Cl)[N+](=O)[O-] (2,3-Dichloro-5-nitropyridine), C(C)(C)O (isopropyl alcohol). Reagents/catalysts: [Fe] (iron). The solvent is O (water). The product is NC=1C=C(C(=NC1)Cl)Cl (5-amino-2,3-dichloropyridine). The yield is 51.9%. As a reaction SMILES: [Cl:1][C:2]1[C:7]([Cl:8])=[CH:6][C:5]([N+:9]([O-])=O)=[CH:4][N:3]=1.C(O)(C)C>[Fe].O>[NH2:9][C:5]1[CH:6]=[C:7]([Cl:8])[C:2]([Cl:1])=[N:3][CH:4]=1. Procedure: 2,3-Dichloro-5-nitropyridine (3.9 g) and iron powder (3.0 g) were added to isopropyl alcohol (40 ml) and water (8 ml) and the mixture refluxed for 4 hours. The mixture was then cooled to room temperature and filtered (celite). The filtrate was evaporated under reduced pressure and chromatographed [SiO2 ; hexane:ethyl acetate (80:20) to (50:50)] to give 5-amino-2,3-dichloropyridine (1.71 g).